From a dataset of the Open Reaction Database (ORD), a public repository of structured organic reaction records. describe an organic reaction: reactants, conditions, products, and yield Starting materials: OC1=CC=C(C=C1)C=1C(=CC=CC1)S(=O)(=O)N(C1=NC=C(N=C1OC)C)C(=O)OCC(C)C (4'-Hydroxy- N-(isobutoxycarbonyl)- N-(3-methoxy-5-methylpyrazin-2-yl)-2-biphenylsulphonamide), BrCC(=O)OC (methyl bromoacetate), C([O-])([O-])=O.[K+].[K+] (potassium carbonate). The solvent is CC(=O)C (acetone). Run at time 18 hour. Product: C(=O)(O)COC1=CC=C(C=C1)C=1C(=CC=CC1)S(=O)(=O)NC1=NC=C(N=C1OC)C (4'-carboxymethoxy-N-(3-methoxy-5-methylpyrazin-2-yl)-2-biphenylsulphonamide). As a reaction SMILES: [OH:1][C:2]1[CH:7]=[CH:6][C:5]([C:8]2[C:9]([S:14]([N:17](C(OCC(C)C)=O)[C:18]3[C:23]([O:24][CH3:25])=[N:22][C:21]([CH3:26])=[CH:20][N:19]=3)(=[O:16])=[O:15])=[CH:10][CH:11]=[CH:12][CH:13]=2)=[CH:4][CH:3]=1.Br[CH2:35][C:36]([O:38]C)=[O:37].C(=O)([O-])[O-].[K+].[K+]>CC(C)=O>[C:36]([CH2:35][O:1][C:2]1[CH:7]=[CH:6][C:5]([C:8]2[C:9]([S:14]([NH:17][C:18]3[C:23]([O:24][CH3:25])=[N:22][C:21]([CH3:26])=[CH:20][N:19]=3)(=[O:15])=[O:16])=[CH:10][CH:11]=[CH:12][CH:13]=2)=[CH:4][CH:3]=1)([OH:38])=[O:37] |f:2.3.4|. Procedure details: 4'-Hydroxy- N-(isobutoxycarbonyl)- N-(3-methoxy-5-methylpyrazin-2-yl)-2-biphenylsulphonamide (0.5 g) was added to a solution of methyl bromoacetate (0.12 ml) in acetone (20 ml) containing potassium carbonate (0.166 g). The mixture was stirred for 18 hours and then heated under reflux for 1 hour and cooled. The solvent was removed by evaporation and water (20 ml) was added to the residue. The mixture was then extracted with ethyl acetate (2×20 ml). The combined organic extracts were washed succes... Reactants: CCCN, Cc1ccccc1C, O=C1c2ccccc2C(=O)c2c1cccc2[N+](=O)[O-]. Yields the product CCCNc1cccc2c1C(=O)c1ccccc1C2=O. As a reaction SMILES: [CH2:20]([CH2:21][CH3:22])[NH2:23].[CH3:24][c:25]1[c:26]([CH3:27])[cH:28][cH:29][cH:30][cH:31]1.[N+:1]([O-:2])(=[O:3])[c:4]1[cH:5][cH:6][cH:7][c:8]2[c:17]1[C:16](=[O:18])[c:15]1[c:10]([cH:11][cH:12][cH:13][cH:14]1)[C:9]2=[O:19]>>[NH:1]([c:4]1[cH:5][cH:6][cH:7][c:8]2[c:17]1[C:16](=[O:18])[c:15]1[c:10]([cH:11][cH:12][cH:13][cH:14]1)[C:9]2=[O:19])[CH2:20][CH2:21][CH3:22]. The reactants are O=C([O-])[O-], C1CCOC1, COC(=O)CCC(C)(C)C(=O)OC, CO, [K+], [K+], O. The product is COC(=O)C(C)(C)CCC(=O)O. As a reaction SMILES: [C:14](=[O:15])([O-:16])[O-:17].[CH2:22]1[O:23][CH2:24][CH2:25][CH2:26]1.[CH3:1][C:2]([C:3](=[O:4])[O:5][CH3:6])([CH2:7][CH2:8][C:9](=[O:10])[O:11][CH3:12])[CH3:13].[CH3:20][OH:21].[K+:18].[K+:19].[OH2:27]>>[CH3:1][C:2]([C:3](=[O:4])[O:5][CH3:6])([CH2:7][CH2:8][C:9](=[O:10])[OH:11])[CH3:13]. The reactants are FC(C(=O)O)(F)F.N1(CCOCC1)CC(=O)O ((4-Morpholinyl)acetic acid trifluoroacetic acid salt), NNC(=S)N (thiosemicarbazide), C([O-])([O-])=O.[Na+].[Na+] (sodium carbonate). The solvent is polyphosphoric acid. The product is N1(CCOCC1)CC1=NN=C(S1)N (5-(4-Morpholinylmethyl)-1,3,4-thiadiazol-2-ylamine). Yield: 27.3%. Reaction SMILES: FC(F)(F)C(O)=O.[N:8]1([CH2:14][C:15](O)=O)[CH2:13][CH2:12][O:11][CH2:10][CH2:9]1.[NH2:18][NH:19][C:20]([NH2:22])=[S:21].C(=O)([O-])[O-].[Na+].[Na+]>>[N:8]1([CH2:14][C:15]2[S:21][C:20]([NH2:22])=[N:19][N:18]=2)[CH2:13][CH2:12][O:11][CH2:10][CH2:9]1 |f:0.1,3.4.5|. Procedure: (4-Morpholinyl)acetic acid trifluoroacetic acid salt (1.0 g) and thiosemicarbazide (0.25g) are heated in polyphosphoric acid (2.0 g) at 70° C. for 1 h. The mixture is cooled to room temperature and basified with sodium carbonate, which is extracted with CH2Cl2. The organic layer is dried (MgSO4), concentrated, and the residue is chromatographed (CH2Cl2/methanol, 9/1) to give 150 mg of the title compound as a white solid. Physical characteristics: MS (ESI+) m/z 201 (M+H)+. Reactants: COc1cc2nccc(Oc3cc4ccccc4nc3-c3cc(Br)c(Cl)s3)c2cc1OC, O=C([O-])[O-], CB(O)O, [Cs+], [Cs+], C1COCCO1, O. Yields the product COc1cc2nccc(Oc3cc4ccccc4nc3-c3cc(C)c(Cl)s3)c2cc1OC. As a reaction SMILES: [Br:1][c:2]1[cH:3][c:4](-[c:8]2[n:9][c:10]3[cH:11][cH:12][cH:13][cH:14][c:15]3[cH:16][c:17]2[O:18][c:19]2[cH:20][cH:21][n:22][c:23]3[cH:24][c:25]([O:31][CH3:32])[c:26]([O:29][CH3:30])[cH:27][c:28]23)[s:5][c:6]1[Cl:7].[C:38](=[O:39])([O-:40])[O-:41].[CH3:33][B:34]([OH:35])[OH:36].[Cs+:42].[Cs+:43].[O:44]1[CH2:45][CH2:46][O:47][CH2:48][CH2:49]1.[OH2:37]>>[c:2]1([CH3:33])[cH:3][c:4](-[c:8]2[n:9][c:10]3[cH:11][cH:12][cH:13][cH:14][c:15]3[cH:16][c:17]2[O:18][c:19]2[cH:20][cH:21][n:22][c:23]3[cH:24][c:25]([O:31][CH3:32])[c:26]([O:29][CH3:30])[cH:27][c:28]23)[s:5][c:6]1[Cl:7]. The reactants are BrC1=C2CCN3C(C2=CC=C1)=CC(=NCC3=O)C=3SC=CC3 (9-bromo-2-(thiophen-2-yl)-7,8-dihydro-[1,4]diazepino[7,1-a]isoquinolin-5(4H)-one), CN(C)C=O (DMF). Reagents/catalysts: [C-]#N.[C-]#N.[Zn+2] (Zn(CN)2), C=1C=CC(=CC1)[P](C=2C=CC=CC2)(C=3C=CC=CC3)[Pd]([P](C=4C=CC=CC4)(C=5C=CC=CC5)C=6C=CC=CC6)([P](C=7C=CC=CC7)(C=8C=CC=CC8)C=9C=CC=CC9)[P](C=1C=CC=CC1)(C=1C=CC=CC1)C=1C=CC=CC1 (Pd(PPh3)4). The solvent is CCOC(=O)C (AcOEt). Run at temperature 170 celsius, time 16 minute. Yields the product O=C1CN=C(C=C2N1CCC=1C(=CC=CC21)C#N)C=2SC=CC2 (5-oxo-2-(thiophen-2-yl)-4,5,7,8-tetrahydro-[1,4]diazepino[7,1-a]isoquinoline-9-carbonitrile). RXN SMILES: Br[C:2]1[CH:11]=[CH:10][CH:9]=[C:8]2[C:3]=1[CH2:4][CH2:5][N:6]1[C:16](=[O:17])[CH2:15][N:14]=[C:13]([C:18]3[S:19][CH:20]=[CH:21][CH:22]=3)[CH:12]=[C:7]12.[CH3:23][N:24](C=O)C>CCOC(C)=O.[C-]#N.[C-]#N.[Zn+2].C1C=CC([P]([Pd]([P](C2C=CC=CC=2)(C2C=CC=CC=2)C2C=CC=CC=2)([P](C2C=CC=CC=2)(C2C=CC=CC=2)C2C=CC=CC=2)[P](C2C=CC=CC=2)(C2C=CC=CC=2)C2C=CC=CC=2)(C2C=CC=CC=2)C2C=CC=CC=2)=CC=1>[O:17]=[C:16]1[N:6]2[CH2:5][CH2:4][C:3]3[C:2]([C:23]#[N:24])=[CH:11][CH:10]=[CH:9][C:8]=3[C:7]2=[CH:12][C:13]([C:18]2[S:19][CH:20]=[CH:21][CH:22]=2)=[N:14][CH2:15]1 |f:3.4.5,^1:42,44,63,82|. Procedure details: A microwave flask was charged with 9-bromo-2-(thiophen-2-yl)-7,8-dihydro-[1,4]diazepino[7,1-a]isoquinolin-5(4H)-one (Example 29) (145 mg, 0.39 mmol), Zn(CN)2 (191 mg, 1.63 mmol) and Pd(PPh3)4 (47 mg, 0.041 mmol) in DMF (4 mL) was heated to 170° C. for 18 h. The reaction was allowed to cool to RT, taken up in AcOEt and washed iwth H2O. The org. layer was dried over Na2SO4, filtered and concentrated in vacuo. The crude product was purified by flash chromatography (SiO2, hexane to hexan/AcOEt 1:1) ... The reactants are ice water, S1(=O)(=O)NC(=O)C2=CC=CC=C12.[Na] (sodium saccharin), 15g, ClCC(=O)OC(C)(C)C (tert-butyl α-chloroacetate). Run in CN(C=O)C (dimethylformamide). Run at time 16 hour. Product: S1(=O)(=O)N(C(=O)C2=CC=CC=C12)CC(=O)OC(C)(C)C (tert-butyl N-saccharinylacetate). RXN SMILES: [S:1]1([C:12]2[C:7](=[CH:8][CH:9]=[CH:10][CH:11]=2)[C:5](=[O:6])[NH:4]1)(=[O:3])=[O:2].[Na].Cl[CH2:15][C:16]([O:18][C:19]([CH3:22])([CH3:21])[CH3:20])=[O:17]>CN(C)C=O>[S:1]1([C:12]2[C:7](=[CH:8][CH:9]=[CH:10][CH:11]=2)[C:5](=[O:6])[N:4]1[CH2:15][C:16]([O:18][C:19]([CH3:22])([CH3:21])[CH3:20])=[O:17])(=[O:2])=[O:3] |f:0.1,^1:12|. Procedure details: A solution of 22.6g (0.11 mole) of sodium saccharin and 15g (0.1 mole) of tert-butyl α-chloroacetate in 150 ml of dimethylformamide is heated on a steam bath for 1 hour, allowed to stir at room temperature for 16 hours and poured into ice-water. The solution is dried over magnesium sulfate and the solvent is evaporated to give 24.9g of tert-butyl N-saccharinylacetate, m.p. 130°-132.5° C. This is refluxed with 300 ml of benzene and 1.4g (0.01 mole) of p-toluenesulfonic acid monohydrate to cause q...